The task is: describe an organic reaction: reactants, conditions, products, and yield. This data is from the Open Reaction Database (ORD), a public repository of structured organic reaction records. Reactants: C(CCCCCCCCCCCCCCCCC)OC(C(C(=O)OCCCCCCCCCCCCCCCCCC)CC1=C(C(=C(C(=C1)C(C)(C)CC(C)(C)C)O)C)C)=O (Di-n-octadecyl(5-tert.-octyl-2,3-dimethyl-4-hydroxybenzyl)malonate), C(C)(C)(C)C1=CC(=C(C(=C1O)C)C)CN(C)C (6-tert.-butyl-2,3-dimethyl-4-(dimethylaminomethyl)phenol). The product is C(CCCCCCCCCCCCCCCCC)OC(C(C(=O)OCCCCCCCCCCCCCCCCCC)C(C1=C(C(=CC(=C1)C(C)(C)C)C)C)O)=O (Di-n-octadecyl(5-tert.-butyl-2,3-dimethylhydroxybenzyl)malonate). As a reaction SMILES: [CH2:1]([O:19][C:20](=[O:61])[CH:21]([CH2:43][C:44]1[CH:49]=[C:48]([C:50]([CH2:53]C(C)(C)C)([CH3:52])[CH3:51])[C:47](O)=[C:46]([CH3:59])[C:45]=1[CH3:60])[C:22]([O:24][CH2:25][CH2:26][CH2:27][CH2:28][CH2:29][CH2:30][CH2:31][CH2:32][CH2:33][CH2:34][CH2:35][CH2:36][CH2:37][CH2:38][CH2:39][CH2:40][CH2:41][CH3:42])=[O:23])[CH2:2][CH2:3][CH2:4][CH2:5][CH2:6][CH2:7][CH2:8][CH2:9][CH2:10][CH2:11][CH2:12][CH2:13][CH2:14][CH2:15][CH2:16][CH2:17][CH3:18].C(C1C([OH:72])=C(C)C(C)=C(CN(C)C)C=1)(C)(C)C>>[CH2:1]([O:19][C:20](=[O:61])[CH:21]([CH:43]([OH:72])[C:44]1[CH:49]=[C:48]([C:50]([CH3:53])([CH3:52])[CH3:51])[CH:47]=[C:46]([CH3:59])[C:45]=1[CH3:60])[C:22]([O:24][CH2:25][CH2:26][CH2:27][CH2:28][CH2:29][CH2:30][CH2:31][CH2:32][CH2:33][CH2:34][CH2:35][CH2:36][CH2:37][CH2:38][CH2:39][CH2:40][CH2:41][CH3:42])=[O:23])[CH2:2][CH2:3][CH2:4][CH2:5][CH2:6][CH2:7][CH2:8][CH2:9][CH2:10][CH2:11][CH2:12][CH2:13][CH2:14][CH2:15][CH2:16][CH2:17][CH3:18]. Procedure: Di-n-octadecyl(5-tert.-octyl-2,3-dimethyl-4-hydroxybenzyl)malonate was made in a similar manner to that of Example 5 by substituting the intermediate of Example 2 for 6-tert.-butyl-2,3-dimethyl-4-(dimethylaminomethyl)phenol (Example 1). Reactants: ClCC1=CC=C(C=NO)C=C1 (4-(chloromethyl)benzaldehyde oxime), Cl (HCl), O1CCOCC1 (dioxane), C1CC(=O)N(C1=O)Cl (NCS). Run in CN(C)C=O (DMF). Conditions: time 1 hour. Yields the product ClCC1=CC=C(C(=NO)Cl)C=C1 (4-(chloromethyl)-N-hydroxybenzimidoyl chloride). Isolated yield 113.9%. RXN SMILES: [Cl:1][CH2:2][C:3]1[CH:11]=[CH:10][C:6]([CH:7]=[N:8][OH:9])=[CH:5][CH:4]=1.C1C(=O)N([Cl:19])C(=O)C1.Cl.O1CCOCC1>CN(C=O)C>[Cl:1][CH2:2][C:3]1[CH:11]=[CH:10][C:6]([C:7]([Cl:19])=[N:8][OH:9])=[CH:5][CH:4]=1. Procedure: 4-(chloromethyl)benzaldehyde oxime 5 (15.8 g, 93.16 mmol) was dissolved in DMF (300 mL). NCS (13.69 g, 102.5 mmol) was added in portions and then HCl in dioxane (100 mL of 4 M, 400.0 mmol) was added slowly, cooling the mixture with an ice water bath to moderate the exotherm, keeping below 33° C. The mixture was stirred at room temperature for 1 hour. The solution was then partitioned between EtOAc and water. The combined organic extract was washed with water and brine (5×200 ml), dried over MgSO...